Dataset: the Open Reaction Database (ORD), a public repository of structured organic reaction records. Task: describe an organic reaction: reactants, conditions, products, and yield Reactants: CC(=O)[O-], CC(=O)[O-], CCCC(=O)Nc1nn(COCC[Si](C)(C)C)c2cc(Cl)ccc12, [Cs+], [F-], C1COCCO1, [Pd+2], OB(O)c1ccsc1. Yields the product CCCC(=O)Nc1nn(COCC[Si](C)(C)C)c2cc(-c3ccsc3)ccc12. Reaction SMILES: [C:41]([O-:42])(=[O:43])[CH3:44].[C:46]([O-:47])(=[O:48])[CH3:49].[Cl:11][c:12]1[cH:13][cH:14][c:15]2[c:16]([NH:29][C:30]([CH2:31][CH2:32][CH3:33])=[O:34])[n:17][n:18]([CH2:21][O:22][CH2:23][CH2:24][Si:25]([CH3:26])([CH3:27])[CH3:28])[c:19]2[cH:20]1.[Cs+:10].[F-:9].[O:35]1[CH2:36][CH2:37][O:38][CH2:39][CH2:40]1.[Pd+2:45].[s:1]1[cH:2][c:3]([B:6]([OH:7])[OH:8])[cH:4][cH:5]1>>[s:1]1[cH:2][c:3](-[c:12]2[cH:13][cH:14][c:15]3[c:16]([NH:29][C:30]([CH2:31][CH2:32][CH3:33])=[O:34])[n:17][n:18]([CH2:21][O:22][CH2:23][CH2:24][Si:25]([CH3:26])([CH3:27])[CH3:28])[c:19]3[cH:20]2)[cH:4][cH:5]1. Starting materials: CC=1C=C(C=CC1C)S (3,4-Dimethylbenzenethiol), BrC1=CC(=C(C=C1)C1=CC=C(C=C1)CCC1(COC(OC1)(C)C)NC(C)=O)F (N-{5-[2-(4′-bromo-2′-fluorobiphenyl-4-yl)ethyl]-2,2-dimethyl-1,3-dioxan-5-yl}acetamide), CC=1C=C(C=CC1C)S (3,4-dimethylbenzenethiol), C(C)(C)N(CC)C(C)C (diisopropylethylamine), O (Water). Reagents/catalysts: C1=CC=C(C=C1)/C=C/C(=O)/C=C/C2=CC=CC=C2.C1=CC=C(C=C1)/C=C/C(=O)/C=C/C2=CC=CC=C2.C1=CC=C(C=C1)/C=C/C(=O)/C=C/C2=CC=CC=C2.C(Cl)(Cl)Cl.[Pd].[Pd] (tris(dibenzylideneacetone)dipalladium(0) chloroform adduct), CC1(C2=C(C(=CC=C2)P(C3=CC=CC=C3)C4=CC=CC=C4)OC5=C(C=CC=C51)P(C6=CC=CC=C6)C7=CC=CC=C7)C (Xantphos), C1=CC=C(C=C1)/C=C/C(=O)/C=C/C2=CC=CC=C2.C1=CC=C(C=C1)/C=C/C(=O)/C=C/C2=CC=CC=C2.C1=CC=C(C=C1)/C=C/C(=O)/C=C/C2=CC=CC=C2.C(Cl)(Cl)Cl.[Pd].[Pd] (tris(dibenzylideneacetone)dipalladium(0) chloroform adduct), C1(=CC=CC=C1)P(C1=CC=CC=2C(C3=CC=CC(=C3OC12)P(C1=CC=CC=C1)C1=CC=CC=C1)(C)C)C1=CC=CC=C1 (4,5-bis(diphenylphosphino)-9,9-dimethylxanthene). Run in O1CCOCC1 (1,4-dioxane). The product is CC=1C=C(C=CC1C)SC1=CC(=C(C=C1)C1=CC=C(C=C1)CCC1(COC(OC1)(C)C)NC(C)=O)F (N-(5-{2-[4′-(3,4-dimethylphenylthio)-2′-fluorobiphenyl-4-yl]ethyl}-2,2-dimethyl-1,3-dioxan-5-yl)acetamide). The yield is 120.4%. As a reaction SMILES: Br[C:2]1[CH:7]=[CH:6][C:5]([C:8]2[CH:13]=[CH:12][C:11]([CH2:14][CH2:15][C:16]3([NH:24][C:25](=[O:27])[CH3:26])[CH2:21][O:20][C:19]([CH3:23])([CH3:22])[O:18][CH2:17]3)=[CH:10][CH:9]=2)=[C:4]([F:28])[CH:3]=1.[CH3:29][C:30]1[CH:31]=[C:32]([SH:37])[CH:33]=[CH:34][C:35]=1[CH3:36].C(N(C(C)C)CC)(C)C.O>O1CCOCC1.C1C=CC(/C=C/C(/C=C/C2C=CC=CC=2)=O)=CC=1.C1C=CC(/C=C/C(/C=C/C2C=CC=CC=2)=O)=CC=1.C1C=CC(/C=C/C(/C=C/C2C=CC=CC=2)=O)=CC=1.C(Cl)(Cl)Cl.[Pd].[Pd].C1(P(C2C=CC=CC=2)C2C3OC4C(=CC=CC=4P(C4C=CC=CC=4)C4C=CC=CC=4)C(C)(C)C=3C=CC=2)C=CC=CC=1>[CH3:29][C:30]1[CH:31]=[C:32]([S:37][C:2]2[CH:7]=[CH:6][C:5]([C:8]3[CH:13]=[CH:12][C:11]([CH2:14][CH2:15][C:16]4([NH:24][C:25](=[O:27])[CH3:26])[CH2:21][O:20][C:19]([CH3:23])([CH3:22])[O:18][CH2:17]4)=[CH:10][CH:9]=3)=[C:4]([F:28])[CH:3]=2)[CH:33]=[CH:34][C:35]=1[CH3:36] |f:5.6.7.8.9.10|. Reported procedure: A solution of N-{5-[2-(4′-bromo-2′-fluorobiphenyl-4-yl)ethyl]-2,2-dimethyl-1,3-dioxan-5-yl}acetamide (170 mg) of Reference Example 10, 3,4-dimethylbenzenethiol (52 mg), diisopropylethylamine (98 mg), tris(dibenzylideneacetone)dipalladium(0) chloroform adduct (9.8 mg) and 4,5-bis(diphenylphosphino)-9,9-dimethylxanthene (Xantphos) (11.2 mg) in 1,4-dioxane (1.5 mL) was heated under reflux for 9 hr under a nitrogen atmosphere. 3,4-Dimethylbenzenethiol (10 mg), tris(dibenzylideneacetone)dipalladium(0... Starting materials: ClC1=CC(=NC(=N1)C1=CC=CC=C1)NCC(=O)OCC (N-(6-chloro-2-phenyl-4-pyrimidinyl)-glycine, ethyl ester), C1(=CC=CC=C1)S (thiophenol). Product: C1(=CC=CC=C1)C1=NC(=CC(=N1)NCC(=O)OCC)SC1=CC=CC=C1 (N-(2-phenyl-6-phenylthio-4-pyrimidinyl)-glycine, ethyl ester). Reaction SMILES: Cl[C:2]1[N:7]=[C:6]([C:8]2[CH:13]=[CH:12][CH:11]=[CH:10][CH:9]=2)[N:5]=[C:4]([NH:14][CH2:15][C:16]([O:18][CH2:19][CH3:20])=[O:17])[CH:3]=1.[C:21]1([SH:27])[CH:26]=[CH:25][CH:24]=[CH:23][CH:22]=1>>[C:8]1([C:6]2[N:5]=[C:4]([NH:14][CH2:15][C:16]([O:18][CH2:19][CH3:20])=[O:17])[CH:3]=[C:2]([S:27][C:21]3[CH:26]=[CH:25][CH:24]=[CH:23][CH:22]=3)[N:7]=2)[CH:13]=[CH:12][CH:11]=[CH:10][CH:9]=1. Procedure details: A mixture of the above prepared N-(6-chloro-2-phenyl-4-pyrimidinyl)-glycine, ethyl ester is reacted with thiophenol, as in Example X, to afford N-(2-phenyl-6-phenylthio-4-pyrimidinyl)-glycine, ethyl ester. Reactants: [N-]=[N+]=NC1CCC2=C(C1)c1ccccc1Oc1ccccc12, O. Product: NC1CCC2=C(C1)c1ccccc1Oc1ccccc12. Reaction SMILES: [N:1](=[N+:2]=[N-:3])[CH:4]1[CH2:5][C:6]2=[C:7]([c:8]3[c:9]([cH:17][cH:18][cH:19][cH:20]3)[O:10][c:11]3[c:12]2[cH:13][cH:14][cH:15][cH:16]3)[CH2:21][CH2:22]1.[OH2:23]>>[NH2:1][CH:4]1[CH2:5][C:6]2=[C:7]([c:8]3[c:9]([cH:17][cH:18][cH:19][cH:20]3)[O:10][c:11]3[c:12]2[cH:13][cH:14][cH:15][cH:16]3)[CH2:21][CH2:22]1. Starting materials: C1N(CC2C1CNC2)C=2C=CC=1N(N2)C(=NN1)C(F)(F)F (6-(hexahydropyrrolo[3,4-c]pyrrol-2(1H)-yl)-3-(trifluoromethyl)-[1,2,4]triazolo[4,3-b]pyridazine), OC1=NC=CC(=C1)C=O (2-hydroxypyridine-4-carbaldehyde). Product: FC(C1=NN=C2N1N=C(C=C2)N2CC1C(C2)CN(C1)CC1=CC(NC=C1)=O)(F)F (4-[[5-[3-(trifluoromethyl)-[1,2,4]triazolo[4,3-b]pyridazin-6-yl]-1,3,3a,4,6,6a-hexahydropyrrolo[3,4-c]pyrrol-2-yl]methyl]-1H-pyridin-2-one). Reaction SMILES: [CH2:1]1[CH:5]2[CH2:6][NH:7][CH2:8][CH:4]2[CH2:3][N:2]1[C:9]1[CH:10]=[CH:11][C:12]2[N:13]([C:15]([C:18]([F:21])([F:20])[F:19])=[N:16][N:17]=2)[N:14]=1.[OH:22][C:23]1[CH:28]=[C:27]([CH:29]=O)[CH:26]=[CH:25][N:24]=1>>[F:19][C:18]([F:20])([F:21])[C:15]1[N:13]2[N:14]=[C:9]([N:2]3[CH2:3][CH:4]4[CH2:8][N:7]([CH2:29][C:27]5[CH:26]=[CH:25][NH:24][C:23](=[O:22])[CH:28]=5)[CH2:6][CH:5]4[CH2:1]3)[CH:10]=[CH:11][C:12]2=[N:17][N:16]=1. Procedure details: Reductive amination of 6-(hexahydropyrrolo[3,4-c]pyrrol-2(1H)-yl)-3-(trifluoromethyl)-[1,2,4]triazolo[4,3-b]pyridazine with 2-hydroxypyridine-4-carbaldehyde was carried out according to General Synthetic Method 10. The crude product was purified by hplc using a Waters XBridge Prep C18 OBD column, 5μ silica, 30 mm diameter, 100 mm length eluted with decreasingly polar mixtures of water (containing 0.1% aqueous ammonia) and acetonitrile as eluents to give 4-[[5-[3-(trifluoromethyl)-[1,2,4]triazolo... Reactants: FC1=CC(=C(C=C1)[N+](=O)[O-])O[C@H]1[C@@H](CCCC1)OC ((R,R)-4-fluoro-2-(2-methoxycyclohexyloxy)-nitrobenzene), [H][H] (hydrogen). The reagents and catalysts are [Pd] (palladium on charcoal). The solvent is CO (methanol). Product: FC1=CC(=C(N)C=C1)O[C@H]1[C@@H](CCCC1)OC ((R,R)-4-Fluoro-2-(2-Methoxycyclohexyloxy)-anilin). RXN SMILES: [F:1][C:2]1[CH:7]=[CH:6][C:5]([N+:8]([O-])=O)=[C:4]([O:11][C@@H:12]2[CH2:17][CH2:16][CH2:15][CH2:14][C@H:13]2[O:18][CH3:19])[CH:3]=1.[H][H]>CO.[Pd]>[F:1][C:2]1[CH:7]=[CH:6][C:5]([NH2:8])=[C:4]([O:11][C@@H:12]2[CH2:17][CH2:16][CH2:15][CH2:14][C@H:13]2[O:18][CH3:19])[CH:3]=1. Procedure details: (R,R)-4-fluoro-2-(2-methoxycyclohexyloxy)-nitrobenzene (0.18 g) in methanol (20.0 ml) was hydrogenated under 50 psi hydrogen for 20 h at rt using palladium on charcoal (5%) (40 mg) as catalyst. The catalyst was filtered off; the resulting solution was evaporated to dryness to yield an oil.